From a dataset of the Open Reaction Database (ORD), a public repository of structured organic reaction records. describe an organic reaction: reactants, conditions, products, and yield The reactants are CCc1ccc(C)cc1, CC(C)c1ccccc1, O. Product: C=C(C)c1ccccc1. Reaction SMILES: [CH2:10]([c:11]1[cH:12][cH:13][c:14]([CH3:15])[cH:16][cH:17]1)[CH3:18].[CH3:1][CH:2]([CH3:3])[c:4]1[cH:5][cH:6][cH:7][cH:8][cH:9]1.[O:19]>>[CH2:1]=[C:2]([CH3:3])[c:4]1[cH:5][cH:6][cH:7][cH:8][cH:9]1. Reactants: OCCNC1=C(C=C(C=C1)N1[CH-]OCC1=O)[N+](=O)[O-] (N-[4-(β-hydroxyethyl)amino-3-nitrophenyl]oxazolidone), [OH-].[Na+] (sodium hydroxide). Run in C(C)O (ethanol). The product is OCCNC1=C(C=C(C=C1)NCCO)[N+](=O)[O-] (1-(β-hydroxyethyl)amino-2-nitro-4-[(β-hydroxyethyl)amino]benzene). Isolated yield 90.0%. RXN SMILES: [OH:1][CH2:2][CH2:3][NH:4][C:5]1[CH:10]=[CH:9][C:8]([N:11]2[C:15](=O)[CH2:14][O:13][CH-]2)=[CH:7][C:6]=1[N+:17]([O-:19])=[O:18].[OH-].[Na+]>C(O)C>[OH:1][CH2:2][CH2:3][NH:4][C:5]1[CH:10]=[CH:9][C:8]([NH:11][CH2:15][CH2:14][OH:13])=[CH:7][C:6]=1[N+:17]([O-:19])=[O:18] |f:1.2|. Reported procedure: 0.2 mole (53.4 g) of N-[4-(β-hydroxyethyl)amino-3-nitrophenyl]oxazolidone, prepared according to Example 5, is treated with 135 ml of 3N sodium hydroxide to which 55 ml of 96° strength ethanol has been added. 0.18 mole (44.2 g) of the expected product is obtained. It melts at 107° C. Procedure: The title compound was prepared using analogous conditions to those described in Example 1 utilizing 5-(2-fluoro-4-(4,4,5,5-tetramethyl-1,3,2-dioxaborolan-2-yl)phenyl)pyrazin-2-amine and 2-bromobenzamide. MS (ESI): mass calcd. for C17H13FN4O, 308.11; m/z found, 309.0 [M+H]+. 1H NMR (400 MHz, DMSO-d6) δ 8.35 (s, 1H), 8.01 (s, 1H), 7.86 (m, 1H), 7.75 (s, 1H), 7.55-7.26 (m, 7H), 6.70 (s, 2H). The reactants are FC1=C(C=CC(=C1)B1OC(C(O1)(C)C)(C)C)C=1N=CC(=NC1)N (5-(2-fluoro-4-(4,4,5,5-tetramethyl-1,3,2-dioxaborolan-2-yl)phenyl)pyrazin-2-amine), BrC1=C(C(=O)N)C=CC=C1 (2-bromobenzamide). RXN SMILES: [F:1][C:2]1[CH:7]=[C:6](B2OC(C)(C)C(C)(C)O2)[CH:5]=[CH:4][C:3]=1[C:17]1[N:18]=[CH:19][C:20]([NH2:23])=[N:21][CH:22]=1.Br[C:25]1[CH:33]=[CH:32][CH:31]=[CH:30][C:26]=1[C:27]([NH2:29])=[O:28]>>[NH2:23][C:20]1[N:21]=[CH:22][C:17]([C:3]2[CH:4]=[CH:5][C:6]([C:25]3[C:26]([C:27]([NH2:29])=[O:28])=[CH:30][CH:31]=[CH:32][CH:33]=3)=[CH:7][C:2]=2[F:1])=[N:18][CH:19]=1. Product: NC=1N=CC(=NC1)C1=C(C=C(C=C1)C=1C(=CC=CC1)C(=O)N)F (4′-(5-Aminopyrazin-2-yl)-3′-fluorobiphenyl-2-carboxamide). The reactants are ClC1=C(C=CC=C1)N1CCN(CC1)CC1=CC=C(C=C1)N (1-(o-chlorophenyl)-4-[(4-aminophenyl)methyl]piperazine), ClC1=CC=NC2=CC(=CC=C12)C(F)(F)F (4-chloro-7-(trifluoromethyl)quinoline). The product is ClC1=C(C=CC=C1)N1CCN(CC1)CC1=CC=C(C=C1)NC1=CC=NC2=CC(=CC=C12)C(F)(F)F (4-[[4-[[4-(o-chlorophenyl)-1-piperazinyl]methyl]phenyl]amino]-7-(trifluoromethyl)quinoline). RXN SMILES: [Cl:1][C:2]1[CH:7]=[CH:6][CH:5]=[CH:4][C:3]=1[N:8]1[CH2:13][CH2:12][N:11]([CH2:14][C:15]2[CH:20]=[CH:19][C:18]([NH2:21])=[CH:17][CH:16]=2)[CH2:10][CH2:9]1.Cl[C:23]1[C:32]2[C:27](=[CH:28][C:29]([C:33]([F:36])([F:35])[F:34])=[CH:30][CH:31]=2)[N:26]=[CH:25][CH:24]=1>>[Cl:1][C:2]1[CH:7]=[CH:6][CH:5]=[CH:4][C:3]=1[N:8]1[CH2:13][CH2:12][N:11]([CH2:14][C:15]2[CH:20]=[CH:19][C:18]([NH:21][C:23]3[C:32]4[C:27](=[CH:28][C:29]([C:33]([F:36])([F:34])[F:35])=[CH:30][CH:31]=4)[N:26]=[CH:25][CH:24]=3)=[CH:17][CH:16]=2)[CH2:10][CH2:9]1. Reported procedure: In the manner given in Example 1C, 1-(o-chlorophenyl)-4-[(4-aminophenyl)methyl]piperazine and 4-chloro-7-(trifluoromethyl)quinoline are reacted together at reflux to give 4-[[4-[[4-(o-chlorophenyl)-1-piperazinyl]methyl]phenyl]amino]-7-(trifluoromethyl)quinoline.